From a dataset of the Open Reaction Database (ORD), a public repository of structured organic reaction records. describe an organic reaction: reactants, conditions, products, and yield Reactants: N1(CCOCC1)C1=NC(=NC(=N1)OC1CCOCC1)C1=CC=C(N)C=C1 (4-[4-morpholin-4-yl-6-(tetrahydro-2H-pyran-4-yloxy)-1,3,5-triazin-2-yl]aniline), CN(C)C1=CC=C(C=C1)N=C=O (4-(N,N-dimethyl amino)phenylisocyanate). Yields the product CN(C1=CC=C(C=C1)NC(=O)NC1=CC=C(C=C1)C1=NC(=NC(=N1)N1CCOCC1)OC1CCOCC1)C (1-[4-(dimethylamino)phenyl]-3-{4-[4-morpholin-4-yl-6-(tetrahydro-2H-pyran-4-yloxy)-1,3,5-triazin-2-yl]phenyl}urea). RXN SMILES: [N:1]1([C:7]2[N:12]=[C:11]([O:13][CH:14]3[CH2:19][CH2:18][O:17][CH2:16][CH2:15]3)[N:10]=[C:9]([C:20]3[CH:26]=[CH:25][C:23]([NH2:24])=[CH:22][CH:21]=3)[N:8]=2)[CH2:6][CH2:5][O:4][CH2:3][CH2:2]1.[CH3:27][N:28]([C:30]1[CH:35]=[CH:34][C:33]([N:36]=[C:37]=[O:38])=[CH:32][CH:31]=1)[CH3:29]>>[CH3:27][N:28]([CH3:29])[C:30]1[CH:35]=[CH:34][C:33]([NH:36][C:37]([NH:24][C:23]2[CH:25]=[CH:26][C:20]([C:9]3[N:8]=[C:7]([N:1]4[CH2:2][CH2:3][O:4][CH2:5][CH2:6]4)[N:12]=[C:11]([O:13][CH:14]4[CH2:15][CH2:16][O:17][CH2:18][CH2:19]4)[N:10]=3)=[CH:21][CH:22]=2)=[O:38])=[CH:32][CH:31]=1. Procedure details: 1-[4-(dimethylamino)phenyl]-3-{4-[4-morpholin-4-yl-6-(tetrahydro-2H-pyran-4-yloxy)-1,3,5-triazin-2-yl]phenyl}urea was prepared by reacting the 4-[4-morpholin-4-yl-6-(tetrahydro-2H-pyran-4-yloxy)-1,3,5-triazin-2-yl]aniline and the corresponding 4-(N,N-dimethyl amino)phenylisocyanate. Product was purified by Gilson, HPLC. MS (ESI) m/z 519.61. Starting materials: N[C@@H](C)C(=O)O (L-Alanine), N([C@@H](C)C(=O)ON1C(=O)CCC1=O)C(=O)OC(C)(C)C (Boc-Ala-OSu), CN1CCOCC1 (NMM). Run in CN(C)C=O (DMF). Product: N([C@@H](C)C(=O)N[C@@H](C)C(=O)O)C(=O)OC(C)(C)C (Boc-Ala-Ala-OH). RXN SMILES: [NH2:1][C@H:2]([C:4]([OH:6])=[O:5])[CH3:3].[NH:7]([C:20]([O:22][C:23]([CH3:26])([CH3:25])[CH3:24])=[O:21])[C@H:8]([C:10](ON1C(=O)CCC1=O)=[O:11])[CH3:9].CN1CCOCC1>CN(C=O)C>[NH:7]([C:20]([O:22][C:23]([CH3:24])([CH3:26])[CH3:25])=[O:21])[C@H:8]([C:10]([NH:1][C@H:2]([C:4]([OH:6])=[O:5])[CH3:3])=[O:11])[CH3:9]. Procedure details: L-Alanine (3.57 g, 40 mmol) was dissolved in 18.8 ml of Triton B (40 mmol), evaporated to dryness, and the oily residue re-evaporated twice with DMF (30 ml each). The salt obtained was stirred with 11.45 g of Boc-Ala-OSu (40 mmol) in 40 ml DMF, with 4 ml of NMM added, for 20 hours. The solvent was removed and the residue taken up in 10% HOAc (100 ml). The product was extracted into EtOAc (4 times 100 ml), washed twice with a small volume of H2O, dried over Na2SO4, evaporated to a small volume, a... Reactants: CCC1(CCCN)CCN(C(=O)OC(C)(C)C)CC1, C1COCCO1, O=C(NC1CC1)c1cccc2sc(-c3nc(Cl)ncc3Cl)cc12, CCN(C(C)C)C(C)C. Yields the product CCC1(CCCNc2ncc(Cl)c(-c3cc4c(C(=O)NC5CC5)cccc4s3)n2)CCN(C(=O)OC(C)(C)C)CC1. RXN SMILES: [C:24]([CH3:25])([CH3:26])([CH3:27])[O:28][C:29](=[O:30])[N:31]1[CH2:32][CH2:33][C:34]([CH2:37][CH3:38])([CH2:39][CH2:40][CH2:41][NH2:42])[CH2:35][CH2:36]1.[CH2:52]1[O:53][CH2:54][CH2:55][O:56][CH2:57]1.[CH:1]1([NH:4][C:5](=[O:6])[c:7]2[cH:8][cH:9][cH:10][c:11]3[s:12][c:13](-[c:16]4[n:17][c:18]([Cl:23])[n:19][cH:20][c:21]4[Cl:22])[cH:14][c:15]23)[CH2:2][CH2:3]1.[CH:43]([N:44]([CH:45]([CH3:46])[CH3:47])[CH2:48][CH3:49])([CH3:50])[CH3:51]>>[CH:1]1([NH:4][C:5](=[O:6])[c:7]2[cH:8][cH:9][cH:10][c:11]3[s:12][c:13](-[c:16]4[n:17][c:18]([NH:42][CH2:41][CH2:40][CH2:39][C:34]5([CH2:37][CH3:38])[CH2:33][CH2:32][N:31]([C:29]([O:28][C:24]([CH3:25])([CH3:26])[CH3:27])=[O:30])[CH2:36][CH2:35]5)[n:19][cH:20][c:21]4[Cl:22])[cH:14][c:15]23)[CH2:2][CH2:3]1. Starting materials: compound, ClC1=NC=NC2=CC=C(C=C12)O (4-chloro-6-hydroxyquinazoline), ClC1=NC=CN=C1 (2-chloropyrazine), NC1=NN(C=C1)C (3-amino-1-methyl-1H-pyrazole). Product: CN1N=C(C=C1)NC1=NC=NC2=CC=C(C=C12)OC1=NC=CN=C1 (N-(1-Methyl-1H-pyrazol-3-yl)-6-(pyrazin-2-yloxy)-quinazolin-4-yl-amine). RXN SMILES: Cl[C:2]1[CH:7]=[N:6][CH:5]=[CH:4][N:3]=1.[NH2:8][C:9]1[CH:13]=[CH:12][N:11]([CH3:14])[N:10]=1.Cl[C:16]1[C:25]2[C:20](=[CH:21][CH:22]=[C:23]([OH:26])[CH:24]=2)[N:19]=[CH:18][N:17]=1>>[CH3:14][N:11]1[CH:12]=[CH:13][C:9]([NH:8][C:16]2[C:25]3[C:20](=[CH:21][CH:22]=[C:23]([O:26][C:2]4[CH:7]=[N:6][CH:5]=[CH:4][N:3]=4)[CH:24]=3)[N:19]=[CH:18][N:17]=2)=[N:10]1. Reported procedure: The compound of Example 109 was manufactured by the same method as in Example 95, by a similar method thereto or by a combination of such a method with a conventional method using 2-chloropyrazine, 3-amino-1-methyl-1H-pyrazole and 4-chloro-6-hydroxyquinazoline.